Dataset: the Open Reaction Database (ORD), a public repository of structured organic reaction records. Task: describe an organic reaction: reactants, conditions, products, and yield Reactants: O=C(OCc1ccccc1)N1CCC2(C1)OCCO2, CCO. Product: C1CC2(CN1)OCCO2. Reaction SMILES: [CH2:1]([O:2][C:3](=[O:4])[N:11]1[CH2:12][C:13]2([O:14][CH2:15][CH2:16][O:17]2)[CH2:18][CH2:19]1)[c:5]1[cH:6][cH:7][cH:8][cH:9][cH:10]1.[CH3:20][CH2:21][OH:22]>>[NH:11]1[CH2:12][C:13]2([O:14][CH2:15][CH2:16][O:17]2)[CH2:18][CH2:19]1. The reactants are C(#N)C=1C=CC2=C(CN([C@@H](CN2)CC2=CC=CC=C2)C(CC2=CC=CC=C2)=O)C1 ((R)-7-cyano-2,3,4,5-tetrahydro-4-(phenylacetyl)-3-(phenylmethyl)-1H-1,4-benzodiazepine), C(#N)C=1C=CC2=C(CN([C@@H](CN2CC=2N=CN(C2)C(=O)OC(C)(C)C)CC2=CC=CC=C2)S(=O)(=O)C)C1 ((R)-7-cyano-2,3,4,5-tetrahydro-1-[(((1,1-dimethylethoxy)-carbonyl)-1H-imidazol-4-yl)methyl]-4-(methylsulfonyl)-3-(phenylmethyl)-1H-1,4-benzodiazepine), [SnH3]C1=NC=CC=N1 (2-stannylpyrimidine), Cl.Cl.Cl.N1C=NC(=C1)CN1CC(N(CC2=C1C=CC(=C2)C=2C=NC=CC2)C(C(F)(F)F)=O)CC2=CC=CC=C2 (2,3,4,5-Tetrahydro-1-(1H-imidazol-4-ylmethyl)-3-(phenylmethyl)-7-(3-pyridinyl)-4-(trifluoroacetyl)-1H-1,4-benzodiazepine, trihydrochloride). Yields the product Cl.Cl.N1C=NC(=C1)CN1CC(N(CC2=C1C=CC(=C2)C2=NC=CC=N2)S(=O)(=O)C)CC2=CC=CC=C2 (2,3,4,5-Tetrahydro-1-(1H-imidazol-4-ylmethyl)-4-(methylsulfonyl)-3-(phenylmethyl)-7-(2-pyrimidinyl)-1H-1,4-benzodiazepine,dihydrochloride). Reaction SMILES: [C:1]([C:3]1[CH:4]=[CH:5][C:6]2[N:12]([CH2:13][C:14]3[N:15]=[CH:16][N:17](C(OC(C)(C)C)=O)[CH:18]=3)[CH2:11][C@@H:10]([CH2:26][C:27]3[CH:32]=[CH:31][CH:30]=[CH:29][CH:28]=3)[N:9]([S:33]([CH3:36])(=[O:35])=[O:34])[CH2:8][C:7]=2[CH:37]=1)#[N:2].[SnH3]C1N=[CH:43][CH:42]=[CH:41][N:40]=1.[ClH:45].Cl.Cl.N1C=C(CN2C3C=CC(C4C=NC=CC=4)=CC=3CN(C(=O)C(F)(F)F)C(CC3C=CC=CC=3)C2)N=C1.C(C1C=CC2NC[C@@H](CC3C=CC=CC=3)N(C(=O)CC3C=CC=CC=3)CC=2C=1)#N>>[ClH:45].[ClH:45].[NH:17]1[CH:18]=[C:14]([CH2:13][N:12]2[C:6]3[CH:5]=[CH:4][C:3]([C:1]4[N:2]=[CH:43][CH:42]=[CH:41][N:40]=4)=[CH:37][C:7]=3[CH2:8][N:9]([S:33]([CH3:36])(=[O:35])=[O:34])[CH:10]([CH2:26][C:27]3[CH:32]=[CH:31][CH:30]=[CH:29][CH:28]=3)[CH2:11]2)[N:15]=[CH:16]1 |f:2.3.4.5,7.8.9|. Reported procedure: Example 332 was prepared as a yellow solid from Compound A of Example 231 and 2-stannylpyrimidine as described for Compound B of Example 231 and Compound C of Example 231. MS (M+H)+ 475. Reactants: Cl (HCl), COC(CC1=CSC2=C1C(=CC(=C2F)OCC2=CC(=NN2C)C(F)(F)F)Cl)=O (methyl(4-chloro-7-fluoro-6-((1-methyl-3-(trifluoromethyl)-1H-pyrazol-5-yl)methoxy)-1-benzothiophen-3-yl)acetate), C1CCOC1 (THF), [OH-].[Na+] (NaOH). The solvent is CO (MeOH). Run at time 2 hour. Product: ClC1=CC(=C(C2=C1C(=CS2)CC(=O)O)F)OCC2=CC(=NN2C)C(F)(F)F ((4-Chloro-7-fluoro-6-((1-methyl-3-(trifluoromethyl)-1H-pyrazol-5-yl)methoxy)-1-benzothiophen-3-yl)acetic acid). Isolated yield 88.6%. Reaction SMILES: C[O:2][C:3](=[O:28])[CH2:4][C:5]1[C:9]2[C:10]([Cl:27])=[CH:11][C:12]([O:15][CH2:16][C:17]3[N:21]([CH3:22])[N:20]=[C:19]([C:23]([F:26])([F:25])[F:24])[CH:18]=3)=[C:13]([F:14])[C:8]=2[S:7][CH:6]=1.C1COCC1.[OH-].[Na+].Cl>CO>[Cl:27][C:10]1[C:9]2[C:5]([CH2:4][C:3]([OH:28])=[O:2])=[CH:6][S:7][C:8]=2[C:13]([F:14])=[C:12]([O:15][CH2:16][C:17]2[N:21]([CH3:22])[N:20]=[C:19]([C:23]([F:25])([F:26])[F:24])[CH:18]=2)[CH:11]=1 |f:2.3|. Procedure: To a mixture of methyl(4-chloro-7-fluoro-6-((1-methyl-3-(trifluoromethyl)-1H-pyrazol-5-yl)methoxy)-1-benzothiophen-3-yl)acetate (133 mg), THF (dry) (2.0 mL) and MeOH (2.0 mL) was added 1N NaOH (0.913 mL) at room temperature. The mixture was stirred at room temperature for 2 h. The mixture was neutralized with 1N HCl. The resulting precipitate was collected by filtration to give a solid. The solid was crystallized from EtOAc-hexane to give the title compound (114 mg). Starting materials: Cl (hydrochloric acid), N[C@@H](CC1=CNC=N1)C(=O)O (L-histidine), C(O)([O-])=O.[Na+] (sodium hydrogen carbonate), C(C1=CC=CC=C1)(=S)O (thiobenzoic acid), solution, [OH-].[Na+] (sodium hydroxide), ClCC(=O)Cl (chloroacetyl chloride). The solvent is O (water). Reaction conditions: time 1 hour. The product is C(C1=CC=CC=C1)(=S)[O-].[Na+] (sodium thiobenzoate). As a reaction SMILES: N[C@H](C(O)=O)CC1N=CNC=1.C(=O)([O-])O.[Na+:16].ClCC(Cl)=O.[C:22]([OH:30])(=[S:29])[C:23]1[CH:28]=[CH:27][CH:26]=[CH:25][CH:24]=1.[OH-].[Na+].Cl>O>[C:22]([O-:30])(=[S:29])[C:23]1[CH:28]=[CH:27][CH:26]=[CH:25][CH:24]=1.[Na+:16] |f:1.2,5.6,9.10|. Procedure details: 155 g of L-histidine and 189 g of sodium hydrogen carbonate were dissolved in 1 liter of water and 124 g of chloroacetyl chloride was added dropwise to the resulting solution with stirring and ice-cooling. After allowing the reaction to proceed for 1 hour, an aqueous solution of sodium thiobenzoate which was prepared from 152 g of thiobenzoic acid and 220 ml of 5 N solution of sodium hydroxide solution, was added dropwise to the resulting solution and was kept standing overnight at room temperat... The solvent is CN(C)C=O (DMF), CN(C)C=O (DMF), O (water). Procedure details: As depicted in Scheme 7 above, to a solution of 104 mg (0.470 mmol) of 2-methoxy-5-bromo-thiophenol in 5 mL of DMF was added 162 mg (1.18 mmol) of anhydrous to a solution of 104 mg (0.470 mol) of 2-methoxy-5-bromo-thiophenol in 5 mL of DMF was added 162 mg (1.18 mol) of anhydrous K2CO3. The solution was stirred for 15 minutes at 22° C. and 103 mg (0.520 mmol) of 2-bromomethyl-benzonitrile was added. The reaction was capped and heated to 40° C. for 12 hours. The mixture was subsequently diluted w... Reaction conditions: temperature 22 celsius, time 15 minute. Reaction SMILES: [CH3:1][O:2][C:3]1[CH:8]=[CH:7][C:6]([Br:9])=[CH:5][C:4]=1[SH:10].C([O-])([O-])=O.[K+].[K+].Br[CH2:18][C:19]1[CH:26]=[CH:25][CH:24]=[CH:23][C:20]=1[C:21]#[N:22]>CN(C=O)C.O>[Br:9][C:6]1[CH:7]=[CH:8][C:3]([O:2][CH3:1])=[C:4]([S:10][CH2:18][C:19]2[CH:26]=[CH:25][CH:24]=[CH:23][C:20]=2[C:21]#[N:22])[CH:5]=1 |f:1.2.3|. Yield: 64.9%. Reactants: COC1=C(C=C(C=C1)Br)S (2-methoxy-5-bromo-thiophenol), COC1=C(C=C(C=C1)Br)S (2-methoxy-5-bromo-thiophenol), BrCC1=C(C#N)C=CC=C1 (2-bromomethyl-benzonitrile), C(=O)([O-])[O-].[K+].[K+] (K2CO3). Product: BrC=1C=CC(=C(C1)SCC1=C(C#N)C=CC=C1)OC (2-(5-Bromo-2-methoxy-phenylsulfanylmethyl)-benzonitrile). Reaction SMILES: [F:1][C:2]1[CH:9]=[CH:8][C:5]([CH2:6][NH2:7])=[CH:4][CH:3]=1.Cl[C:11]1[C:12]2[CH:25]=[C:24]([CH2:26][CH3:27])[S:23][C:13]=2[N:14]=[C:15]([C:17]2[CH:22]=[CH:21][CH:20]=[CH:19][N:18]=2)[N:16]=1>>[N:18]1[CH:19]=[CH:20][CH:21]=[CH:22][C:17]=1[C:15]1[N:16]=[C:11]([NH:7][CH2:6][C:5]2[CH:8]=[CH:9][C:2]([F:1])=[CH:3][CH:4]=2)[C:12]2[CH:25]=[C:24]([CH2:26][CH3:27])[S:23][C:13]=2[N:14]=1. The product is N1=C(C=CC=C1)C=1N=C(C2=C(N1)SC(=C2)CC)NCC2=CC=C(C=C2)F (2-(pyridin-2-yl)-4-(4-fluorobenzylamino)-6-ethyl-thieno-[2,3-d]-pyrimidine). Procedure details: With the procedure of Example 1, the reaction of 4-fluorobenzylamine with 4-chloro-2-(pyridin-2-yl)-6-ethyl-thieno-[2,3-d]-pyrimidine yields 2-(pyridin-2-yl)-4-(4-fluorobenzylamino)-6-ethyl-thieno-[2,3-d]-pyrimidine. The reactants are FC1=CC=C(CN)C=C1 (4-fluorobenzylamine), ClC=1C2=C(N=C(N1)C1=NC=CC=C1)SC(=C2)CC (4-chloro-2-(pyridin-2-yl)-6-ethyl-thieno-[2,3-d]-pyrimidine). Reactants: Cl (HCl), N([C@@H](CCCCNC(=O)OCC1=CC=CC=C1)C(=O)N[C@@H](CC(C)C)C(=O)N[C@@H](CC(C)C)C(=O)OC)C(=O)OC(C)(C)C (Boc-Lys(Z)-Leu-Leu-OMe). The solvent is C(C)(=O)OCC (ethyl acetate). Reaction conditions: temperature -13.5 celsius. The product is N[C@@H](CCCCNC(=O)OCC1=CC=CC=C1)C(=O)N[C@@H](CC(C)C)C(=O)N[C@@H](CC(C)C)C(=O)OC.Cl (H-Lys(Z)-Leu-Leu-OMe·HCl). Yield: 92.4%. As a reaction SMILES: [ClH:1].[NH:2](C(OC(C)(C)C)=O)[C@H:3]([C:19]([NH:21][C@H:22]([C:27]([NH:29][C@H:30]([C:35]([O:37][CH3:38])=[O:36])[CH2:31][CH:32]([CH3:34])[CH3:33])=[O:28])[CH2:23][CH:24]([CH3:26])[CH3:25])=[O:20])[CH2:4][CH2:5][CH2:6][CH2:7][NH:8][C:9]([O:11][CH2:12][C:13]1[CH:18]=[CH:17][CH:16]=[CH:15][CH:14]=1)=[O:10]>C(OCC)(=O)C>[NH2:2][C@H:3]([C:19]([NH:21][C@H:22]([C:27]([NH:29][C@H:30]([C:35]([O:37][CH3:38])=[O:36])[CH2:31][CH:32]([CH3:33])[CH3:34])=[O:28])[CH2:23][CH:24]([CH3:25])[CH3:26])=[O:20])[CH2:4][CH2:5][CH2:6][CH2:7][NH:8][C:9]([O:11][CH2:12][C:13]1[CH:14]=[CH:15][CH:16]=[CH:17][CH:18]=1)=[O:10].[ClH:1] |f:3.4|. Procedure details: A solution of HCl (28 g, 770 mmol) in ethyl acetate (100 g) at -10° C. was rapidly added to Boc-Lys(Z)-Leu-Leu-OMe (35.0 g, 55.74 mmol) under N2 at -15 to -12° C. The mixture was stirred and maintained at -15 to -12° C. for 60 to 70 min and allowed to crystallize for 1 h at -10 to -5° C. The solid was filtered while excluding moisture, washed with several portions of t-butyl methyl ether and dried in vacuo to give H-Lys(Z)-Leu-Leu-OMe·HCl (28.7 g, 91.4%).